Dataset: the Open Reaction Database (ORD), a public repository of structured organic reaction records. Task: describe an organic reaction: reactants, conditions, products, and yield Starting materials: CCN=C=NCCCN(C)C, ClCCl, O=C(O)c1ccc(F)c(C(=O)Nc2nn(C(c3ccccc3)(c3ccccc3)c3ccccc3)c3ccc(Cc4cc(F)cc(F)c4)cc23)c1, C1CNC(CN2CCCC2)C1, On1nnc2ccccc21. Product: O=C(Nc1nn(C(c2ccccc2)(c2ccccc2)c2ccccc2)c2ccc(Cc3cc(F)cc(F)c3)cc12)c1cc(C(=O)N2CCCC2CN2CCCC2)ccc1F. Reaction SMILES: [CH3:61][CH2:62][N:63]=[C:64]=[N:65][CH2:66][CH2:67][CH2:68][N:69]([CH3:70])[CH3:71].[Cl:83][CH2:84][Cl:85].[F:1][c:2]1[cH:3][c:4]([CH2:5][c:6]2[cH:7][c:8]3[c:9]([NH:34][C:35]([c:36]4[cH:37][c:38]([C:39](=[O:40])[OH:41])[cH:42][cH:43][c:44]4[F:45])=[O:46])[n:10][n:11]([C:15]([c:16]4[cH:17][cH:18][cH:19][cH:20][cH:21]4)([c:22]4[cH:23][cH:24][cH:25][cH:26][cH:27]4)[c:28]4[cH:29][cH:30][cH:31][cH:32][cH:33]4)[c:12]3[cH:13][cH:14]2)[cH:47][c:48]([F:50])[cH:49]1.[NH:72]1[CH:73]([CH2:77][N:78]2[CH2:79][CH2:80][CH2:81][CH2:82]2)[CH2:74][CH2:75][CH2:76]1.[OH:51][n:52]1[c:53]2[cH:54][cH:55][cH:56][cH:57][c:58]2[n:59][n:60]1>>[F:1][c:2]1[cH:3][c:4]([CH2:5][c:6]2[cH:7][c:8]3[c:9]([NH:34][C:35]([c:36]4[cH:37][c:38]([C:39](=[O:40])[N:72]5[CH:73]([CH2:77][N:78]6[CH2:79][CH2:80][CH2:81][CH2:82]6)[CH2:74][CH2:75][CH2:76]5)[cH:42][cH:43][c:44]4[F:45])=[O:46])[n:10][n:11]([C:15]([c:16]4[cH:17][cH:18][cH:19][cH:20][cH:21]4)([c:22]4[cH:23][cH:24][cH:25][cH:26][cH:27]4)[c:28]4[cH:29][cH:30][cH:31][cH:32][cH:33]4)[c:12]3[cH:13][cH:14]2)[cH:47][c:48]([F:50])[cH:49]1.